This data is from the Open Reaction Database (ORD), a public repository of structured organic reaction records. The task is: describe an organic reaction: reactants, conditions, products, and yield The reactants are CC1(S[C@H]2N([C@H]1C#N)C([C@@H]2Br)=O)C (2,2-dimethyl-3α-cyano-6α-bromopenam), CN(C1=CC=C(C=O)C=C1)C (p-dimethylaminobenzaldehyde). Reagents/catalysts: [Zn] (zinc). Run in O1CCCC1 (tetrahydrofuran), C(C)(=O)OCC (ethyl acetate). Yields the product CC1(S[C@H]2N([C@H]1C#N)C([C@@H]2C(C2=CC=C(C=C2)N(C)C)O)=O)C (2,2-dimethyl-3α-cyano-6α-(p-dimethylamino-α-hydroxybenzyl)penam), CC1(S[C@H]2N([C@H]1C#N)C([C@H]2C(C2=CC=C(C=C2)N(C)C)O)=O)C (2,2-dimethyl-3α-cyano-6β-(p-dimethylamino-α-hydroxybenzyl)penam). As a reaction SMILES: [CH3:1][C:2]1([CH3:13])[C@H:6]([C:7]#[N:8])[N:5]2[C:9](=[O:12])[C@H:10](Br)[C@H:4]2[S:3]1.[CH3:14][N:15]([CH3:24])[C:16]1[CH:23]=[CH:22][C:19]([CH:20]=[O:21])=[CH:18][CH:17]=1>O1CCCC1.C(OCC)(=O)C.[Zn]>[CH3:1][C:2]1([CH3:13])[C@H:6]([C:7]#[N:8])[N:5]2[C:9](=[O:12])[C@H:10]([CH:20]([OH:21])[C:19]3[CH:18]=[CH:17][C:16]([N:15]([CH3:14])[CH3:24])=[CH:23][CH:22]=3)[C@H:4]2[S:3]1.[CH3:1][C:2]1([CH3:13])[C@H:6]([C:7]#[N:8])[N:5]2[C:9](=[O:12])[C@@H:10]([CH:20]([OH:21])[C:19]3[CH:18]=[CH:17][C:16]([N:15]([CH3:14])[CH3:24])=[CH:23][CH:22]=3)[C@H:4]2[S:3]1. Procedure details: A solution of 100 mg 2,2-dimethyl-3α-cyano-6α-bromopenam in 40 ml dry tetrahydrofuran is stirred with 60 mg p-dimethylaminobenzaldehyde and 500 mg zinc for about 12 hours at room temperature. The reaction mixture is then diluted in ethyl acetate, washed with aqueous sodium chloride and dried over anhydrous sodium sulfate. Chromatography of the mixture on silica gel affords, in 11:1 ratio, 2,2-dimethyl-3α-cyano-6α-(p-dimethylamino-α-hydroxybenzyl)penam and 2,2-dimethyl-3α-cyano-6β-(p-dimethylamin... The reactants are [BH4-], COc1ccc2[nH]cc(CC3=CCCN(CCCC(=O)c4ccc(F)cc4)C3)c2c1, CC(C)O, [Na+]. The product is COc1ccc2[nH]cc(CC3=CCCN(CCCC(O)c4ccc(F)cc4)C3)c2c1. Reaction SMILES: [BH4-:1].[CH3:3][O:4][c:5]1[cH:6][c:7]2[c:8]([CH2:14][C:15]3=[CH:20][CH2:19][CH2:18][N:17]([CH2:21][CH2:22][CH2:23][C:24](=[O:25])[c:26]4[cH:27][cH:28][c:29]([F:32])[cH:30][cH:31]4)[CH2:16]3)[cH:9][nH:10][c:11]2[cH:12][cH:13]1.[CH:33]([OH:34])([CH3:35])[CH3:36].[Na+:2]>>[CH3:3][O:4][c:5]1[cH:6][c:7]2[c:8]([CH2:14][C:15]3=[CH:20][CH2:19][CH2:18][N:17]([CH2:21][CH2:22][CH2:23][CH:24]([OH:25])[c:26]4[cH:27][cH:28][c:29]([F:32])[cH:30][cH:31]4)[CH2:16]3)[cH:9][nH:10][c:11]2[cH:12][cH:13]1. Starting materials: ClC(C(=O)OC)SC (methyl 2-chloro-2-(methylthio)acetate), [Cl-].[Al+3].[Cl-].[Cl-] (aluminum chloride), C1=CC=CC=C1 (benzene). Yields the product CSC(C(=O)OC)C1=CC=CC=C1 (Methyl 2-(methylthio)-2-phenylacetate). As a reaction SMILES: Cl[CH:2]([S:7][CH3:8])[C:3]([O:5][CH3:6])=[O:4].[Cl-].[Al+3].[Cl-].[Cl-].[CH:13]1[CH:18]=[CH:17][CH:16]=[CH:15][CH:14]=1>>[CH3:8][S:7][CH:2]([C:13]1[CH:18]=[CH:17][CH:16]=[CH:15][CH:14]=1)[C:3]([O:5][CH3:6])=[O:4] |f:1.2.3.4|. Reported procedure: In a round-bottom glass flask equipped with a magnetic stir bar methyl 2-chloro-2-(methylthio)acetate (1.3 g, 1 equiv) was dissolved in benzene (20 mL) and aluminum chloride (3.36 g, 2.8 equiv) added in one portion and heated to reflux for 3 hours. The mixture was then cooled and washed with H2O, brine, and dried over MgSO4. The organic layer was concentrated under reduced pressure to yield a yellow oil that was used without further purification (0.56 g, 35%). Starting materials: CCN(C(C)C)C(C)C, ClCCl, CC(C)(O)CCc1cc(-c2ccccc2C(F)(F)F)cc(N)c1N, O=C(O)C1=NOC2(CCCCC2)C1. Yields the product CC(C)(O)CCc1cc(-c2ccccc2C(F)(F)F)cc(NC(=O)C2=NOC3(CCCCC3)C2)c1N. As a reaction SMILES: [CH:25]([N:26]([CH2:27][CH3:28])[CH:29]([CH3:30])[CH3:31])([CH3:32])[CH3:33].[Cl:47][CH2:48][Cl:49].[NH2:1][c:2]1[c:3]([CH2:19][CH2:20][C:21]([CH3:22])([OH:23])[CH3:24])[cH:4][c:5](-[c:9]2[c:10]([C:15]([F:16])([F:17])[F:18])[cH:11][cH:12][cH:13][cH:14]2)[cH:6][c:7]1[NH2:8].[O:34]1[N:35]=[C:36]([C:44](=[O:45])[OH:46])[CH2:37][C:38]12[CH2:39][CH2:40][CH2:41][CH2:42][CH2:43]2>>[NH2:1][c:2]1[c:3]([CH2:19][CH2:20][C:21]([CH3:22])([OH:23])[CH3:24])[cH:4][c:5](-[c:9]2[c:10]([C:15]([F:16])([F:17])[F:18])[cH:11][cH:12][cH:13][cH:14]2)[cH:6][c:7]1[NH:8][C:44]([C:36]1=[N:35][O:34][C:38]2([CH2:37]1)[CH2:39][CH2:40][CH2:41][CH2:42][CH2:43]2)=[O:45]. Starting materials: ClC1=NN=NN1C1=CC=CC=C1 (5-chloro-1-phenyl-1H-tetrazol), C([O-])([O-])=O.[K+].[K+] (potassium carbonate), OC1=C(C=C(C(=O)CCC(=O)OC)C=C1C(C)C)C(C)C (Methyl 3-(4-hydroxy-3,5-diisopropylbenzoyl]propionate). Run in CN(C=O)C (N,N-dimethylformamide). Run at time 1 hour. The product is C(C)(C)C=1C=C(C(=O)CCC(=O)OC)C=C(C1OC1=NN=NN1C1=CC=CC=C1)C(C)C (Methyl 3-[3,5-Diisopropyl-4-(1-phenyltetrazol-5-yloxy)benzoyl]propionate). Isolated yield 85.9%. RXN SMILES: [OH:1][C:2]1[C:15]([CH:16]([CH3:18])[CH3:17])=[CH:14][C:5]([C:6]([CH2:8][CH2:9][C:10]([O:12][CH3:13])=[O:11])=[O:7])=[CH:4][C:3]=1[CH:19]([CH3:21])[CH3:20].Cl[C:23]1[N:27]([C:28]2[CH:33]=[CH:32][CH:31]=[CH:30][CH:29]=2)[N:26]=[N:25][N:24]=1.C(=O)([O-])[O-].[K+].[K+]>CN(C)C=O>[CH:16]([C:15]1[CH:14]=[C:5]([CH:4]=[C:3]([CH:19]([CH3:21])[CH3:20])[C:2]=1[O:1][C:23]1[N:27]([C:28]2[CH:33]=[CH:32][CH:31]=[CH:30][CH:29]=2)[N:26]=[N:25][N:24]=1)[C:6]([CH2:8][CH2:9][C:10]([O:12][CH3:13])=[O:11])=[O:7])([CH3:17])[CH3:18] |f:2.3.4|. Reported procedure: 11 g of Methyl 3-(4-hydroxy-3,5-diisopropylbenzoyl]propionate was dissolved in 200 ml of N,N-dimethylformamide, followed by the addition of 8.15 g of 5-chloro-1-phenyl-1H-tetrazol and 10.4 g of potassium carbonate. The obtained mixture was stirred for 1 hour under heating, cooled to room temperature by allowing to stand and poured onto ice-water. The resultant mixture was extracted with ethyl acetate. The organic phase was washed with a saturated aqueous solution of common salt, dried over anhyd... The reactants are crude product, Cl (HCl), CO (methanol), COC=1C=C2C=C(NC2=CC1)C=CC1=CC(=CC(=C1)[N+](=O)[O-])[N+](=O)[O-] (5-Methoxy-2-[2-(3,5-dinitrophenyl)ethenyl]-1H-indole), O1C(CCCC1)OCCBr (2-bromoethyl tetrahydro-2H-pyran-2-yl ether). Reported procedure: The reaction of 2-[2-(2-Chloro-6-methoxyphenyl)ethenyl]-5-methoxy-1H-indole (II; Ar=2-chloro-6-methoxyphenyl) (102) prepared as described in example 55 with 2-bromoethyl tetrahydro-2H-pyran-2-yl ether using the procedure described in example 38 followed by reaction of the crude product with 2N HCl in methanol gave 2-{2-[2-(2-Chloro-6-methoxyphenyl)ethenyl]-5-methoxy-1H-indol-1-yl}ethanol (III; Ar=2-chloro-6-methoxyphenyl, R10═CH2CH2OH) (109) in a 91% yield as a mixture of E/Z isomers, which was ... Yields the product ClC1=C(C(=CC=C1)OC)C=CC=1N(C2=CC=C(C=C2C1)OC)CCO (2-{2-[2-(2-Chloro-6-methoxyphenyl)ethenyl]-5-methoxy-1H-indol-1-yl}ethanol), III. As a reaction SMILES: [CH3:1][O:2][C:3]1[CH:4]=[C:5]2[C:9](=[CH:10][CH:11]=1)[NH:8][C:7]([CH:12]=[CH:13][C:14]1[CH:19]=[C:18]([N+]([O-])=O)[CH:17]=[C:16]([N+]([O-])=O)[CH:15]=1)=[CH:6]2.O1CCCCC1[O:32][CH2:33][CH2:34]Br.[ClH:36].[CH3:37][OH:38]>>[Cl:36][C:15]1[CH:16]=[CH:17][CH:18]=[C:19]([O:38][CH3:37])[C:14]=1[CH:13]=[CH:12][C:7]1[N:8]([CH2:34][CH2:33][OH:32])[C:9]2[C:5]([CH:6]=1)=[CH:4][C:3]([O:2][CH3:1])=[CH:11][CH:10]=2. The yield is 91.0%. Starting materials: NC=1C=C(C=CC1)O (3-aminophenol), O (water), C(O)([O-])=O.[Na+] (sodium hydrogen carbonate), FC(C=1C=C(C(=O)Cl)C=CC1)(F)F (3-(trifluoromethyl)benzoyl chloride). Run in O1CCCC1 (tetrahydrofuran). The product is OC=1C=C(C=CC1)NC(C1=CC(=CC=C1)C(F)(F)F)=O (N-(3-hydroxyphenyl)-3-(trifluoromethyl)benzamide). Yield: 108.4%. As a reaction SMILES: [NH2:1][C:2]1[CH:3]=[C:4]([OH:8])[CH:5]=[CH:6][CH:7]=1.O.C(=O)([O-])O.[Na+].[F:15][C:16]([F:27])([F:26])[C:17]1[CH:18]=[C:19]([CH:23]=[CH:24][CH:25]=1)[C:20](Cl)=[O:21]>O1CCCC1>[OH:8][C:4]1[CH:3]=[C:2]([NH:1][C:20](=[O:21])[C:19]2[CH:23]=[CH:24][CH:25]=[C:17]([C:16]([F:15])([F:26])[F:27])[CH:18]=2)[CH:7]=[CH:6][CH:5]=1 |f:2.3|. Procedure details: To a solution of 3-aminophenol (11.3 g, 104 mmol) in tetrahydrofuran (250 mL) were added water (250 mL) in which sodium hydrogen carbonate (10.6 g, 126.4 mmol) has been dissolved and 3-(trifluoromethyl)benzoyl chloride (22.4 g, 107 mmol), and the mixture was vigorously stirred at room temperature for 2 hr. The aqueous layer was separated, and the organic layer was diluted with ethyl acetate (150 mL) and washed with saturated brine (150 mL). The combined aqueous layer was extracted with ethyl ace... Starting materials: CS(=O)(=O)NC1CCCCC1Nc1nc(Cl)ncc1Cl, COc1cc2c(cc1N)CCN(CC(F)F)CC2. The product is COc1cc2c(cc1Nc1ncc(Cl)c(NC3CCCCC3NS(C)(=O)=O)n1)CCN(CC(F)F)CC2. As a reaction SMILES: [Cl:19][c:20]1[n:21][cH:22][c:23]([Cl:38])[c:24]([NH:26][CH:27]2[CH:28]([NH:33][S:34](=[O:35])(=[O:36])[CH3:37])[CH2:29][CH2:30][CH2:31][CH2:32]2)[n:25]1.[F:1][CH:2]([CH2:3][N:4]1[CH2:5][CH2:6][c:7]2[c:8]([cH:11][c:12]([NH2:17])[c:13]([O:15][CH3:16])[cH:14]2)[CH2:9][CH2:10]1)[F:18]>>[F:1][CH:2]([CH2:3][N:4]1[CH2:5][CH2:6][c:7]2[c:8]([cH:11][c:12]([NH:17][c:20]3[n:21][cH:22][c:23]([Cl:38])[c:24]([NH:26][CH:27]4[CH:28]([NH:33][S:34](=[O:35])(=[O:36])[CH3:37])[CH2:29][CH2:30][CH2:31][CH2:32]4)[n:25]3)[c:13]([O:15][CH3:16])[cH:14]2)[CH2:9][CH2:10]1)[F:18]. Yields the product CC(C)Nc1nccc(-c2c(-c3ccc(F)cc3)nn3c2CN(C(=O)OCc2ccccc2)CC3)n1. The reactants are CC(C)N, O=C(OCc1ccccc1)N1CCn2nc(-c3ccc(F)cc3)c(-c3ccnc(Cl)n3)c2C1. Reaction SMILES: [CH3:1][CH:2]([CH3:3])[NH2:4].[Cl:5][c:6]1[n:7][cH:8][cH:9][c:10](-[c:12]2[c:13](-[c:31]3[cH:32][cH:33][c:34]([F:37])[cH:35][cH:36]3)[n:14][n:15]3[c:16]2[CH2:17][N:18]([C:21](=[O:22])[O:23][CH2:24][c:25]2[cH:26][cH:27][cH:28][cH:29][cH:30]2)[CH2:19][CH2:20]3)[n:11]1>>[CH3:1][CH:2]([CH3:3])[NH:4][c:6]1[n:7][cH:8][cH:9][c:10](-[c:12]2[c:13](-[c:31]3[cH:32][cH:33][c:34]([F:37])[cH:35][cH:36]3)[n:14][n:15]3[c:16]2[CH2:17][N:18]([C:21](=[O:22])[O:23][CH2:24][c:25]2[cH:26][cH:27][cH:28][cH:29][cH:30]2)[CH2:19][CH2:20]3)[n:11]1.